The task is: describe an organic reaction: reactants, conditions, products, and yield. This data is from the Open Reaction Database (ORD), a public repository of structured organic reaction records. Reactants: CCN(C(C)C)C(C)C, ClCCl, O=C(O)C(F)(F)F, CS(=O)(=O)c1ccc(N2CCc3c(OC4CCNCC4)ncnc32)c(F)c1, N#CBr. Product: CS(=O)(=O)c1ccc(N2CCc3c(OC4CCN(C#N)CC4)ncnc32)c(F)c1. As a reaction SMILES: [CH:38]([N:39]([CH:40]([CH3:41])[CH3:42])[CH2:43][CH3:44])([CH3:45])[CH3:46].[Cl:47][CH2:48][Cl:49].[F:1][C:2]([F:3])([F:4])[C:5]([OH:6])=[O:7].[F:8][c:9]1[c:10]([N:19]2[CH2:20][CH2:21][c:22]3[c:23]2[n:24][cH:25][n:26][c:27]3[O:28][CH:29]2[CH2:30][CH2:31][NH:32][CH2:33][CH2:34]2)[cH:11][cH:12][c:13]([S:15](=[O:16])(=[O:17])[CH3:18])[cH:14]1.[N:35]#[C:36][Br:37]>>[F:8][c:9]1[c:10]([N:19]2[CH2:20][CH2:21][c:22]3[c:23]2[n:24][cH:25][n:26][c:27]3[O:28][CH:29]2[CH2:30][CH2:31][N:32]([C:36]#[N:35])[CH2:33][CH2:34]2)[cH:11][cH:12][c:13]([S:15](=[O:16])(=[O:17])[CH3:18])[cH:14]1. Reactants: OCC1=CC=2NC([C@H]3N(C2N=C1)CCC3)=O ((S)-3-(hydroxymethyl)-6a,7,8,9-tetrahydropyrido[3,2-e]pyrrolo[1,2-a]pyrazin-6(5H)-one), C(C)(C)N(C(C)C)CC (N,N-diisopropylethylamine), Cl.C(C)NC(C1=CC(=C(C=C1)N1CCNCC1)C)=O (N-ethyl-3-methyl-4-(piperazin-1-yl)benzamide hydrochloride), [I-].C(#N)C[P+](C)(C)C ((cyanomethyl)trimethylphosphonium iodide). Solvent: C(CC)#N (propiononitrile). Run at temperature 105 celsius. Product: C(C)NC(C1=CC(=C(C=C1)N1CCN(CC1)CC1=CC=2NC([C@H]3N(C2N=C1)CCC3)=O)C)=O ((S)—N-ethyl-3-methyl-4-(4-((6-oxo-5,6,6a,7,8,9-hexahydropyrido[3,2-e]pyrrolo[1,2-a]pyrazin-3-yl)methyl)piperazin-1-yl)benzamide). The yield is 62.7%. As a reaction SMILES: O[CH2:2][C:3]1[CH:12]=[N:11][C:10]2[N:9]3[CH2:13][CH2:14][CH2:15][C@H:8]3[C:7](=[O:16])[NH:6][C:5]=2[CH:4]=1.Cl.[CH2:18]([NH:20][C:21](=[O:35])[C:22]1[CH:27]=[CH:26][C:25]([N:28]2[CH2:33][CH2:32][NH:31][CH2:30][CH2:29]2)=[C:24]([CH3:34])[CH:23]=1)[CH3:19].[I-].C(C[P+](C)(C)C)#N.C(N(CC)C(C)C)(C)C>C(#N)CC>[CH2:18]([NH:20][C:21](=[O:35])[C:22]1[CH:27]=[CH:26][C:25]([N:28]2[CH2:29][CH2:30][N:31]([CH2:2][C:3]3[CH:12]=[N:11][C:10]4[N:9]5[CH2:13][CH2:14][CH2:15][C@H:8]5[C:7](=[O:16])[NH:6][C:5]=4[CH:4]=3)[CH2:32][CH2:33]2)=[C:24]([CH3:34])[CH:23]=1)[CH3:19] |f:1.2,3.4|. Reported procedure: (S)-3-(hydroxymethyl)-6a,7,8,9-tetrahydropyrido[3,2-e]pyrrolo[1,2-a]pyrazin-6(5H)-one (100 mg, 0.456 mmol), N-ethyl-3-methyl-4-(piperazin-1-yl)benzamide hydrochloride (129 mg, 0.456 mmol), (cyanomethyl)trimethylphosphonium iodide (166 mg, 0.684 mmol) and N,N-diisopropylethylamine (0.398 ml, 2.281 mmol) were suspended in propiononitrile (Volume: 1.370 ml) and heated in a closed vial at 90-120° C. for 4 h. The reaction mixture became a dark brown solution. It was cooled to room temperature, concen... Reactants: CC1=C(C=NN1)C1=CC=CC=C1 (5-methyl-4-phenyl-1H-pyrazole), C(CC#C)N1N=C(C(=C1)C1=CC=CC=C1)C (1-but-3-ynyl-3-methyl-4-phenyl-1H-pyrazole). Product: title compounds, C(CC#C)N1N=CC(=C1C)C1=CC=CC=C1 (1-but-3-ynyl-5-methyl-4-phenyl-1H-pyrazole). Yield: 42.0%. RXN SMILES: [CH3:1][C:2]1[NH:6][N:5]=[CH:4][C:3]=1[C:7]1[CH:12]=[CH:11][CH:10]=[CH:9][CH:8]=1.[CH2:13](N1C=C(C2C=CC=CC=2)C(C)=N1)[CH2:14][C:15]#[CH:16]>>[CH2:16]([N:6]1[C:2]([CH3:1])=[C:3]([C:7]2[CH:8]=[CH:9][CH:10]=[CH:11][CH:12]=2)[CH:4]=[N:5]1)[CH2:15][C:14]#[CH:13]. Procedure: The title compounds were prepared in accordance with the general method of Example 109(D), from 5-methyl-4-phenyl-1H-pyrazole (515 mg, 3.25 mmol). The crude residue was purified by flash chromatography (cyclohexane/AcOEt 4:1) to yield 255 mg (1.21 mmol, 42%) of 1-but-3-ynyl-5-methyl-4-phenyl-1H-pyrazole and 1-but-3-ynyl-3-methyl-4-phenyl-1H-pyrazole. Starting materials: C1(=CC=C(C=C1)S(=O)(=O)[O-])C.[NH+]1=CC=CC=C1 (pyridinium p-toluenesulfonate), C1CCCCC1 (cyclohexane), C(C(C)O)O (1,2-propanediol), COCC=O (methoxyacetaldehyde). The solvent is O (water). The product is COCC1OCC(O1)C (2-methoxymethyl-4-methyl-1,3-dioxolane). Isolated yield 93.0%. RXN SMILES: C1(C)C=CC(S([O-])(=O)=O)=CC=1.[NH+]1C=CC=CC=1.[CH2:18]([OH:22])[CH:19]([OH:21])[CH3:20].[CH3:23][O:24][CH2:25][CH:26]=O.C1CCCCC1>O>[CH3:23][O:24][CH2:25][CH:26]1[O:21][CH:19]([CH3:20])[CH2:18][O:22]1 |f:0.1|. Procedure: 1 g of pyridinium p-toluenesulfonate was added to a mixture consisting of 152 g (2 moles) of 1,2-propanediol, 148 g (2 moles) of 85% strength methoxyacetaldehyde and 400 ml of cyclohexane, and the resulting mixture was refluxed under a water separator until water no longer separated off. The solution obtained was washed with water, the solvent was stripped off under reduced pressure and the residue was subjected to fractional distillation under reduced pressure. 245 g (93% yield) of 2-methoxymet... Reactants: CN(C)C=O, Cc1ccccc1, O=C(O)c1c(F)c(Cl)c(O)c(Cl)c1F, O=C=O, O. Yields the product Oc1c(Cl)c(F)cc(F)c1Cl. As a reaction SMILES: [CH3:15][N:16]([CH3:17])[CH:18]=[O:19].[CH3:23][c:24]1[cH:25][cH:26][cH:27][cH:28][cH:29]1.[Cl:1][c:2]1[c:3]([F:14])[c:4]([C:5]([OH:6])=[O:7])[c:8]([F:13])[c:9]([Cl:12])[c:10]1[OH:11].[O:20]=[C:21]=[O:22].[OH2:30]>>[Cl:1][c:2]1[c:3]([F:14])[cH:4][c:8]([F:13])[c:9]([Cl:12])[c:10]1[OH:11]. Reactants: C(C1=CC=CC=C1)OC1=C2CCCC(C2=CC=C1)C(=O)O (5-benzyloxy-1,2,3,4-tetrahydronaphthalene-1-carboxylic acid), C(C)C1=CC=C(C=C1)NCCN1CCCCC1 ((4-ethylphenyl) (2-piperidinoethyl)amine). Product: C(C1=CC=CC=C1)OC1=C2CCCC(C2=CC=C1)C(=O)N(CCN1CCCCC1)C1=CC=C(C=C1)CC (5-benzyloxy-N-(4-ethylphenyl)-N-(2-piperidinoethyl)-1,2,3,4-tetrahydronaphthalene-1-carboxamide). The yield is 111.3%. Reaction SMILES: [CH2:1]([O:8][C:9]1[CH:18]=[CH:17][CH:16]=[C:15]2[C:10]=1[CH2:11][CH2:12][CH2:13][CH:14]2[C:19](O)=[O:20])[C:2]1[CH:7]=[CH:6][CH:5]=[CH:4][CH:3]=1.[CH2:22]([C:24]1[CH:29]=[CH:28][C:27]([NH:30][CH2:31][CH2:32][N:33]2[CH2:38][CH2:37][CH2:36][CH2:35][CH2:34]2)=[CH:26][CH:25]=1)[CH3:23]>>[CH2:1]([O:8][C:9]1[CH:18]=[CH:17][CH:16]=[C:15]2[C:10]=1[CH2:11][CH2:12][CH2:13][CH:14]2[C:19]([N:30]([C:27]1[CH:26]=[CH:25][C:24]([CH2:22][CH3:23])=[CH:29][CH:28]=1)[CH2:31][CH2:32][N:33]1[CH2:38][CH2:37][CH2:36][CH2:35][CH2:34]1)=[O:20])[C:2]1[CH:3]=[CH:4][CH:5]=[CH:6][CH:7]=1. Reported procedure: By the reaction and treatment in the same manner as in Example 12 using 5-benzyloxy-1,2,3,4-tetrahydronaphthalene-1-carboxylic acid (0.72 g) and (4-ethylphenyl) (2-piperidinoethyl)amine (0.50 g) as starting materials, 5-benzyloxy-N-(4-ethylphenyl)-N-(2-piperidinoethyl)-1,2,3,4-tetrahydronaphthalene-1-carboxamide (1.19 g) was obtained. By the reaction and treatment in the same manner as in Example 105 using this compound, N-(4-ethylphenyl)-5-hydroxy-N-(2-piperidinoethyl)-1,2,3,4-tetrahydronaphtha...